The task is: describe an organic reaction: reactants, conditions, products, and yield. This data is from the Open Reaction Database (ORD), a public repository of structured organic reaction records. Reactants: N(O)=C1SC(C(=N1)C)(CC)C (2-oxo-4,5-dimethyl-5-ethyl-3-thiazoline-oxime), C(C)(=O)N(C(=O)Cl)C (N-acetyl-N-methyl-carbamoyl chloride). The product is CN(C(=O)ON=C1SC(C(=N1)C)(CC)C)C(C)=O (2-oxo-4,5-dimethyl-5-ethyl-3-thiazoline-O-[methyl(acetyl)carbamoyl]oxime). RXN SMILES: [N:1](=[C:3]1[N:7]=[C:6]([CH3:8])[C:5]([CH3:11])([CH2:9][CH3:10])[S:4]1)[OH:2].[C:12]([N:15]([CH3:19])[C:16](Cl)=[O:17])(=[O:14])[CH3:13]>>[CH3:19][N:15]([C:12](=[O:14])[CH3:13])[C:16]([O:2][N:1]=[C:3]1[N:7]=[C:6]([CH3:8])[C:5]([CH3:11])([CH2:9][CH3:10])[S:4]1)=[O:17]. Reported procedure: 2-oxo-4,5-dimethyl-5-ethyl-3-thiazoline-oxime was reacted with N-acetyl-N-methyl-carbamoyl chloride as described above to yield 2-oxo-4,5-dimethyl-5-ethyl-3-thiazoline-O-[methyl(acetyl)carbamoyl]oxime, m.p. 98°-101° C. Starting materials: O=C(n1ccnc1)n1ccnc1, Cc1noc(C(CCCC2CCCCC2)CC(=O)O)n1, Cl, NO, C1CCOC1. The product is Cc1noc(C(CCCC2CCCCC2)CC(=O)NO)n1. As a reaction SMILES: [C:21]([n:22]1[cH:23][cH:24][n:25][cH:26]1)([n:27]1[cH:28][cH:29][n:30][cH:31]1)=[O:32].[CH:1]1([CH2:7][CH2:8][CH2:9][CH:10]([CH2:11][C:12](=[O:13])[OH:14])[c:15]2[n:16][c:17]([CH3:20])[n:18][o:19]2)[CH2:2][CH2:3][CH2:4][CH2:5][CH2:6]1.[ClH:33].[NH2:34][OH:35].[O:36]1[CH2:37][CH2:38][CH2:39][CH2:40]1>>[CH:1]1([CH2:7][CH2:8][CH2:9][CH:10]([CH2:11][C:12](=[O:13])[NH:34][OH:35])[c:15]2[n:16][c:17]([CH3:20])[n:18][o:19]2)[CH2:2][CH2:3][CH2:4][CH2:5][CH2:6]1. As a reaction SMILES: C[O:2][C:3]([C:5]1[C:10]2[S:11][CH2:12][CH2:13][O:14][C:9]=2[CH:8]=[CH:7][CH:6]=1)=[O:4].[OH-].[Na+]>CO>[O:14]1[C:9]2=[CH:8][CH:7]=[CH:6][C:5]([C:3]([OH:4])=[O:2])=[C:10]2[S:11][CH2:12][CH2:13]1 |f:1.2|. Isolated yield 87.1%. Reactants: COC(=O)C1=CC=CC2=C1SCCO2 (5-methoxycarbonyl-2,3-dihydro[1,4]benzoxathiin), [OH-].[Na+] (sodium hydroxide). Procedure: 1.6 g of the compound obtained in Step 4 are treated for 2 hours at room temperature with 8 ml of 2N sodium hydroxide solution and 8 ml of methanol. After treatment, 1.3 g of the expected acid are isolated. Solvent: CO (methanol). The product is O1CCSC=2C1=CC=CC2C(=O)O (2,3-dihydro[1,4]benzoxathiin-5-carboxylic acid).